From a dataset of the Open Reaction Database (ORD), a public repository of structured organic reaction records. describe an organic reaction: reactants, conditions, products, and yield Starting materials: COC1=CC=C(C(=O)NC(C(=O)N2C(CCC2)C(=O)O)(C)C)C=C1 (1-[2-(4-methoxy-benzoylamino)-2-methyl-propionyl]-pyrrolidine-2-carboxylic acid), C=1C=CC2=C(C1)N=NN2O (HOBT), C(CCl)Cl (EDC), C(C=C)OC(NC1C(OC(C1)=O)OCC1=CC=CC=C1)=O ((2-benzyloxy-5-oxo-tetrahydrofuran-3-yl)-carbamic acid allyl ester), CC1=C2C=CC3=CC=CC=C3C2=C(C4=CC=CC=C14)C (DMBA). Reagents/catalysts: C=1C=CC(=CC1)[P](C=2C=CC=CC2)(C=3C=CC=CC3)[Pd]([P](C=4C=CC=CC4)(C=5C=CC=CC5)C=6C=CC=CC6)([P](C=7C=CC=CC7)(C=8C=CC=CC8)C=9C=CC=CC9)[P](C=1C=CC=CC1)(C=1C=CC=CC1)C=1C=CC=CC1 (Pd(PPh3)4). Run in C(Cl)Cl (CH2Cl2), C(Cl)Cl (CH2Cl2). Conditions: time 20 minute. Yields the product C(C1=CC=CC=C1)OC1OC(CC1NC(=O)C1N(CCC1)C(C(C)(C)NC(C1=CC=C(C=C1)OC)=O)=O)=O (1-[2-(4-Methoxy-benzoylamino)-2-methyl-propionyl]-pyrrolidine-2-carboxylic acid (2-benzyloxy-5-oxo-tetrahydro-furan-3-yl)-amide). The yield is 59.2%. Reaction SMILES: C(O[C:5](=[O:21])[NH:6][CH:7]1[CH2:11][C:10](=[O:12])[O:9][CH:8]1[O:13][CH2:14][C:15]1[CH:20]=[CH:19][CH:18]=[CH:17][CH:16]=1)C=C.CC1C2C(=CC=CC=2)C(C)=C2C=1C=CC1C2=CC=CC=1.[CH3:42][O:43][C:44]1[CH:65]=[CH:64][C:47]([C:48]([NH:50][C:51]([CH3:63])([CH3:62])[C:52]([N:54]2[CH2:58][CH2:57][CH2:56][CH:55]2C(O)=O)=[O:53])=[O:49])=[CH:46][CH:45]=1.C1C=CC2N(O)N=NC=2C=1.C(Cl)CCl>C(Cl)Cl.C1C=CC([P]([Pd]([P](C2C=CC=CC=2)(C2C=CC=CC=2)C2C=CC=CC=2)([P](C2C=CC=CC=2)(C2C=CC=CC=2)C2C=CC=CC=2)[P](C2C=CC=CC=2)(C2C=CC=CC=2)C2C=CC=CC=2)(C2C=CC=CC=2)C2C=CC=CC=2)=CC=1>[CH2:14]([O:13][CH:8]1[CH:7]([NH:6][C:5]([CH:55]2[CH2:56][CH2:57][CH2:58][N:54]2[C:52](=[O:53])[C:51]([NH:50][C:48](=[O:49])[C:47]2[CH:46]=[CH:45][C:44]([O:43][CH3:42])=[CH:65][CH:64]=2)([CH3:63])[CH3:62])=[O:21])[CH2:11][C:10](=[O:12])[O:9]1)[C:15]1[CH:16]=[CH:17][CH:18]=[CH:19][CH:20]=1 |^1:86,88,107,126|. Procedure: To a solution of (2-benzyloxy-5-oxo-tetrahydrofuran-3-yl)-carbamic acid allyl ester (40) (1.027 g, 3.5 mmol) in CH2Cl2 (20 ml) was added DMBA (543 mg, 3.48 mmol) and Pd(PPh3)4 (280 mg, 0.24 mmol) and the solution was stirred at room temperature under N2 for 20 minutes. A solution of 1-[2-(4-methoxy-benzoylamino)-2-methyl-propionyl]-pyrrolidine-2-carboxylic acid (818 mg, 2.45 mmol) in CH2Cl2 (5 ml) was added, followed by HOBT (0.534 g, 3.95 mmol) and EDC (738 mg, 3.84 mmol). The reaction was stir... Reactants: O=P(Cl)(Cl)Cl (POCl3), C(C)(=O)NNC(=O)C1=CC2=C(C(=NC=3C=CNC(C23)=O)C(C)C)C=C1 (N′-acetyl-6-isopropyl-1-oxo-1,2-dihydrobenzo[c]-1,6-naphthyridine-9-carbohydrazide), [OH-].[Na+] (NaOH). Run in C(C)#N (acetonitrile), C(C)#N (ACN). Conditions: temperature 100 celsius, time 3 hour. Product: ClC1=C2C3=C(C(=NC2=CC=N1)C(C)C)C=CC(=C3)C=3OC(=NN3)C (1-chloro-6-isopropyl-9-(5-methyl-1,3,4-oxadiazol-2-yl)benzo[c]-1,6-naphthyridine). Reaction SMILES: [C:1]([NH:4][NH:5][C:6]([C:8]1[CH:25]=[CH:24][C:11]2[C:12]([CH:21]([CH3:23])[CH3:22])=[N:13][C:14]3[CH:15]=[CH:16][NH:17][C:18](=O)[C:19]=3[C:10]=2[CH:9]=1)=O)(=[O:3])[CH3:2].O=P(Cl)(Cl)[Cl:28].[OH-].[Na+]>C(#N)C>[Cl:28][C:18]1[N:17]=[CH:16][CH:15]=[C:14]2[C:19]=1[C:10]1[CH:9]=[C:8]([C:6]3[O:3][C:1]([CH3:2])=[N:4][N:5]=3)[CH:25]=[CH:24][C:11]=1[C:12]([CH:21]([CH3:22])[CH3:23])=[N:13]2 |f:2.3|. Reported procedure: To a stirred suspension of N′-acetyl-6-isopropyl-1-oxo-1,2-dihydrobenzo[c]-1,6-naphthyridine-9-carbohydrazide (30 mg, 0.089 mmol) in ACN (1.0 mL) was added POCl3 (1.0 ml). The resulting suspension was stirred at 100° C. in a sealed vial for 3 hr. The solution was diluted with additional acetonitrile (10 mL), and then added to cooled 6N NaOH (20 mL). The resulting mixture was extracted with EtOAc (1×25 mL). The organic layer was dried over sodium sulfate, filtered and concentrated to afford crude...